Dataset: the Open Reaction Database (ORD), a public repository of structured organic reaction records. Task: describe an organic reaction: reactants, conditions, products, and yield The reactants are [H-].[Na+] (NaH), OCC1=C(OCCN2CCCC2)C=CC(=C1)Br (1-[2-(2-hydroxymethyl-4-bromophenoxy)ethyl]pyrrolidine), C(C1=CC=CC=C1)Br (benzyl bromide). The reagents and catalysts are [I-].C(CCC)[N+](CCCC)(CCCC)CCCC (tetrabutylammonium iodide). Run in CN(C)C=O (DMF). Run at time 1.5 hour. The product is C(C1=CC=CC=C1)OCC1=C(OCCN2CCCC2)C=CC(=C1)Br (1-[2-(2-Benzyloxymethyl-4-bromophenoxy)ethyl]pyrrolidine). Isolated yield 50.8%. RXN SMILES: [OH:1][CH2:2][C:3]1[CH:16]=[C:15]([Br:17])[CH:14]=[CH:13][C:4]=1[O:5][CH2:6][CH2:7][N:8]1[CH2:12][CH2:11][CH2:10][CH2:9]1.[H-].[Na+].[CH2:20](Br)[C:21]1[CH:26]=[CH:25][CH:24]=[CH:23][CH:22]=1>CN(C=O)C.[I-].C([N+](CCCC)(CCCC)CCCC)CCC>[CH2:20]([O:1][CH2:2][C:3]1[CH:16]=[C:15]([Br:17])[CH:14]=[CH:13][C:4]=1[O:5][CH2:6][CH2:7][N:8]1[CH2:9][CH2:10][CH2:11][CH2:12]1)[C:21]1[CH:26]=[CH:25][CH:24]=[CH:23][CH:22]=1 |f:1.2,5.6|. Reported procedure: To a solution containing (1.00 g, 3.33 mmol) 1-[2-(2-hydroxymethyl-4-bromophenoxy)ethyl]pyrrolidine (Example 205, Part A) in 65 mL of anhydrous DMF was added 173 mg of NaH (60% dispersion in mineral spirits). The dropwise of addition of (0.40 mL, 3.33 mmol) benzyl bromide and (12.0 mg, 0.0333 mmol) of tetrabutylammonium iodide followed. The reaction was stirred at room temperature, for 1.5 h. The reaction was quenched by the addition of 100 mL of water. The mixture was extracted with EtOAc (3×50...